Dataset: the Open Reaction Database (ORD), a public repository of structured organic reaction records. Task: describe an organic reaction: reactants, conditions, products, and yield Starting materials: BrB(Br)Br, ClCCl, COc1cccc(-c2nc(Nc3ccc4[nH]ncc4c3)c3c(C)coc3n2)c1. The product is Cc1coc2nc(-c3cccc(O)c3)nc(Nc3ccc4[nH]ncc4c3)c12. As a reaction SMILES: [B:29]([Br:30])([Br:31])[Br:32].[Cl:33][CH2:34][Cl:35].[nH:1]1[n:2][cH:3][c:4]2[cH:5][c:6]([NH:10][c:11]3[c:12]4[c:13]([n:14][c:15](-[c:17]5[cH:18][c:19]([O:23][CH3:24])[cH:20][cH:21][cH:22]5)[n:16]3)[o:25][cH:26][c:27]4[CH3:28])[cH:7][cH:8][c:9]12>>[nH:1]1[n:2][cH:3][c:4]2[cH:5][c:6]([NH:10][c:11]3[c:12]4[c:13]([n:14][c:15](-[c:17]5[cH:18][c:19]([OH:23])[cH:20][cH:21][cH:22]5)[n:16]3)[o:25][cH:26][c:27]4[CH3:28])[cH:7][cH:8][c:9]12. The reactants are Cl (HCl), ClC=1C=C(CC2C(CCC=3C=CC(=CC23)OCCN)N2CCCC2)C=CC1Cl (2-(8-(3,4-Dichlorobenzyl)-7-(pyrrolidin-1-yl)-5,6,7,8-tetrahydronaphthalen-2-yloxy)ethanamine), C1(CCC1)S(=O)(=O)Cl (cyclobutanesulfonyl chloride). The reagents and catalysts are CN(C)C1=CC=NC=C1 (para-(N,N-dimethylamino) pyridine). The solvent is C(Cl)Cl (CH2Cl2). Conditions: time 14 hour. Product: Cl.ClC=1C=C(CC2C(CCC=3C=CC(=CC23)OCCNS(=O)(=O)C2CCC2)N2CCCC2)C=CC1Cl (Cyclobutanesulfonic acid {2-[8-(3,4-dichloro-benzyl)-7-pyrrolidin-1-yl-5,6,7,8-tetrahydro-naphthalen-2-yloxy]-ethyl}-amide hydrochloride). As a reaction SMILES: [Cl:1][C:2]1[CH:3]=[C:4]([CH:25]=[CH:26][C:27]=1[Cl:28])[CH2:5][CH:6]1[C:15]2[CH:14]=[C:13]([O:16][CH2:17][CH2:18][NH2:19])[CH:12]=[CH:11][C:10]=2[CH2:9][CH2:8][CH:7]1[N:20]1[CH2:24][CH2:23][CH2:22][CH2:21]1.[CH:29]1([S:33](Cl)(=[O:35])=[O:34])[CH2:32][CH2:31][CH2:30]1.Cl>CN(C1C=CN=CC=1)C.C(Cl)Cl>[ClH:1].[Cl:1][C:2]1[CH:3]=[C:4]([CH:25]=[CH:26][C:27]=1[Cl:28])[CH2:5][CH:6]1[C:15]2[CH:14]=[C:13]([O:16][CH2:17][CH2:18][NH:19][S:33]([CH:29]3[CH2:32][CH2:31][CH2:30]3)(=[O:35])=[O:34])[CH:12]=[CH:11][C:10]=2[CH2:9][CH2:8][CH:7]1[N:20]1[CH2:24][CH2:23][CH2:22][CH2:21]1 |f:5.6|. Reported procedure: 2-(8-(3,4-Dichlorobenzyl)-7-(pyrrolidin-1-yl)-5,6,7,8-tetrahydronaphthalen-2-yloxy)ethanamine (120 mg, 0.286 mmol), para-(N,N-dimethylamino) pyridine (1.40 g, 19.7 mmol), and cyclobutanesulfonyl chloride (46.5 mg, 0.30 mmol) were dissolved in CH2Cl2 (20 ml) and stirred for 14 h at room temperature. 0.5N HCl was added, the organic phase separated and the aqueous phase extracted with CH2Cl2. The combined organic layers were washed with water, NaHCO3 solution, and saturated NaCl solution, dried ove... Reactants: CC#N, OC1(c2ccc(Cl)cc2)CCNCC1, [K+], [K+], O=C([O-])[O-], C#CCCS(C)(=O)=O. The product is C#CCCN1CCC(O)(c2ccc(Cl)cc2)CC1. RXN SMILES: [CH3:29][C:30]#[N:31].[Cl:9][c:10]1[cH:11][cH:12][c:13]([C:16]2([OH:22])[CH2:17][CH2:18][NH:19][CH2:20][CH2:21]2)[cH:14][cH:15]1.[K+:23].[K+:24].[O-:25][C:26]([O-:27])=[O:28].[S:1]([CH3:2])(=[O:3])(=[O:4])[CH2:5][CH2:6][C:7]#[CH:8]>>[CH2:5]([CH2:6][C:7]#[CH:8])[N:19]1[CH2:18][CH2:17][C:16]([c:13]2[cH:12][cH:11][c:10]([Cl:9])[cH:15][cH:14]2)([OH:22])[CH2:21][CH2:20]1. Starting materials: O=C([O-])O, O=C(Cl)OCc1ccccc1, ClCCl, Cc1cn(-c2ccc(N)cc2F)cn1, [Na+], c1ccncc1. Yields the product Cc1cn(-c2ccc(NC(=O)OCc3ccccc3)cc2F)cn1. As a reaction SMILES: [C:32](=[O:33])([OH:34])[O-:35].[Cl:21][C:22](=[O:23])[O:24][CH2:25][c:26]1[cH:27][cH:28][cH:29][cH:30][cH:31]1.[Cl:37][CH2:38][Cl:39].[NH2:1][c:2]1[cH:3][cH:4][c:5](-[n:9]2[cH:10][n:11][c:12]([CH3:14])[cH:13]2)[c:6]([F:8])[cH:7]1.[Na+:36].[cH:15]1[cH:16][cH:17][n:18][cH:19][cH:20]1>>[NH:1]([c:2]1[cH:3][cH:4][c:5](-[n:9]2[cH:10][n:11][c:12]([CH3:14])[cH:13]2)[c:6]([F:8])[cH:7]1)[C:22](=[O:23])[O:24][CH2:25][c:26]1[cH:27][cH:28][cH:29][cH:30][cH:31]1. Reactants: C1=CC=CC=2C3=CC=CC=C3C(C12)(C1=CC=C(C=C1)O)C1=CC=C(C=C1)O (4,4′-(9H-fluorene-9,9-diyl)diphenol), C(C=C)Br (allyl bromide), C(=O)([O-])[O-].[K+].[K+] (K2CO3), CC(=O)C (acetone). Yields the product C(C=C)OC1=CC=C(C=C1)C1(C2=CC=CC=C2C=2C=CC=CC12)C1=CC=C(C=C1)OCC=C (9,9-bis(4-(allyloxy)phenyl)-9H-fluorene). Reaction SMILES: [CH:1]1[C:13]2[C:12]([C:21]3[CH:26]=[CH:25][C:24]([OH:27])=[CH:23][CH:22]=3)([C:14]3[CH:19]=[CH:18][C:17]([OH:20])=[CH:16][CH:15]=3)[C:11]3[C:6](=[CH:7][CH:8]=[CH:9][CH:10]=3)[C:5]=2[CH:4]=[CH:3][CH:2]=1.[CH2:28](Br)[CH:29]=[CH2:30].C([O-])([O-])=O.[K+].[K+].[CH3:38][C:39]([CH3:41])=O>>[CH2:28]([O:27][C:24]1[CH:23]=[CH:22][C:21]([C:12]2([C:14]3[CH:19]=[CH:18][C:17]([O:20][CH2:41][CH:39]=[CH2:38])=[CH:16][CH:15]=3)[C:11]3[CH:10]=[CH:9][CH:8]=[CH:7][C:6]=3[C:5]3[C:13]2=[CH:1][CH:2]=[CH:3][CH:4]=3)=[CH:26][CH:25]=1)[CH:29]=[CH2:30] |f:2.3.4|. Procedure: Into a 1,000 ml two-necked flask equipped with a refluxing condenser, 10.0 g of 4,4′-(9H-fluorene-9,9-diyl)diphenol (Sigma-Aldrich), 6.17 ml of allyl bromide (Sigma-Aldrich), 23.68 g of K2CO3, and 500 ml of acetone were charged and mixed at room temperature. Then, the reaction temperature was set to 80° C., and the homogeneous mixture thus obtained was refluxed overnight. After finishing the reaction, the reaction mixture was cooled to room temperature and was filtered using Celite. The solvent ...